From a dataset of the Open Reaction Database (ORD), a public repository of structured organic reaction records. describe an organic reaction: reactants, conditions, products, and yield Reactants: COC(=O)C1=C(C=CC=2CCCCC12)NS(=O)(=O)C1=C(C=CC=C1)NCC1CCN(CC1)C(=O)OC(C)(C)C (tert-butyl 4-({[2-({[1-(methoxycarbonyl)-5,6,7,8-tetrahydro-2-naphthalenyl]amino}sulfonyl)phenyl]amino}methyl)-1-piperidinecarboxylate), C(=O)(C(F)(F)F)O (TFA). Run in C(Cl)Cl (CH2Cl2). Reaction conditions: time 3 hour. Product: N1CCC(CC1)CNC1=C(C=CC=C1)S(=O)(=O)NC1=C(C=2CCCCC2C=C1)C(=O)OC (methyl 2-[({2-[(4-piperidinylmethyl)amino]phenyl}sulfonyl)amino]-5,6,7,8-tetrahydro-1-naphthalenecarboxylate). Reaction SMILES: [CH3:1][O:2][C:3]([C:5]1[C:14]2[CH2:13][CH2:12][CH2:11][CH2:10][C:9]=2[CH:8]=[CH:7][C:6]=1[NH:15][S:16]([C:19]1[CH:24]=[CH:23][CH:22]=[CH:21][C:20]=1[NH:25][CH2:26][CH:27]1[CH2:32][CH2:31][N:30](C(OC(C)(C)C)=O)[CH2:29][CH2:28]1)(=[O:18])=[O:17])=[O:4].C(O)(C(F)(F)F)=O>C(Cl)Cl>[NH:30]1[CH2:31][CH2:32][CH:27]([CH2:26][NH:25][C:20]2[CH:21]=[CH:22][CH:23]=[CH:24][C:19]=2[S:16]([NH:15][C:6]2[CH:7]=[CH:8][C:9]3[CH2:10][CH2:11][CH2:12][CH2:13][C:14]=3[C:5]=2[C:3]([O:2][CH3:1])=[O:4])(=[O:17])=[O:18])[CH2:28][CH2:29]1. Reported procedure: A solution of Example 557A (0.587 g, 1.1 mmol) in CH2Cl2 (10 mL) was treated with TFA (2 mL). The reaction was stirred for 3 hours, concentrated, and diluted with CH2Cl2. The organic layer was washed with pH 7 buffer solution, dried (MgSO4), filtered, and concentrated to provide the desired product. (MS (ESI(+)) m/e 458 (M+H)+. The reactants are N1CCC(CCC1)O (azepan-4-ol), FC1=CC=C(C=C1)[N+](=O)[O-] (1-fluoro-4-nitrobenzene), C(=O)([O-])[O-].[Cs+].[Cs+] (Cs2CO3), CN(C)C=O (DMF). Run in CCOC(=O)C (EtOAc). Reaction conditions: temperature 100 celsius, time 10 hour. The product is [N+](=O)([O-])C1=CC=C(C=C1)N1CCC(CCC1)O (1-(4-nitrophenyl)azepan-4-ol). Yield: 78.2%. RXN SMILES: [NH:1]1[CH2:7][CH2:6][CH2:5][CH:4]([OH:8])[CH2:3][CH2:2]1.F[C:10]1[CH:15]=[CH:14][C:13]([N+:16]([O-:18])=[O:17])=[CH:12][CH:11]=1.C([O-])([O-])=O.[Cs+].[Cs+].CN(C=O)C>CCOC(C)=O>[N+:16]([C:13]1[CH:14]=[CH:15][C:10]([N:1]2[CH2:7][CH2:6][CH2:5][CH:4]([OH:8])[CH2:3][CH2:2]2)=[CH:11][CH:12]=1)([O-:18])=[O:17] |f:2.3.4|. Procedure details: To a round bottom flask was added azepan-4-ol (300 mg, 2.60 mmol), 1-fluoro-4-nitrobenzene (368 mg, 2.60 mmol), Cs2CO3 (1018 mg, 3.13 mmol) and DMF (5 mL). The reaction was stirred at 100° C. for 10 hrs. The reaction was diluted with EtOAc (50 ml), washed with water (4×20 ml) and saturated aqueous NaCl (25 ml). The organic layer was dried over MgSO4, filtered and concentrated. The resulting residue was purified using silica gel chromatography (ISCO system) eluting with a gradient of 0-100% EtOAc...